Dataset: the Open Reaction Database (ORD), a public repository of structured organic reaction records. Task: describe an organic reaction: reactants, conditions, products, and yield Reactants: O=C(O)c1ccc(C(=O)Nc2ccc(Cl)c(-c3ccccn3)c2)c(Cl)c1, NCCCn1ccnc1. Yields the product O=C(NCCCn1ccnc1)c1ccc(C(=O)Nc2ccc(Cl)c(-c3ccccn3)c2)c(Cl)c1. RXN SMILES: [Cl:1][c:2]1[cH:3][c:4]([C:5](=[O:6])[OH:7])[cH:8][cH:9][c:10]1[C:11]([NH:12][c:13]1[cH:14][c:15](-[c:20]2[n:21][cH:22][cH:23][cH:24][cH:25]2)[c:16]([Cl:19])[cH:17][cH:18]1)=[O:26].[NH2:27][CH2:28][CH2:29][CH2:30][n:31]1[cH:32][n:33][cH:34][cH:35]1>>[Cl:1][c:2]1[cH:3][c:4]([C:5](=[O:7])[NH:27][CH2:28][CH2:29][CH2:30][n:31]2[cH:32][n:33][cH:34][cH:35]2)[cH:8][cH:9][c:10]1[C:11]([NH:12][c:13]1[cH:14][c:15](-[c:20]2[n:21][cH:22][cH:23][cH:24][cH:25]2)[c:16]([Cl:19])[cH:17][cH:18]1)=[O:26]. Reactants: FC1=C(C(=CC=C1O)F)C(C(=O)O)OC ((RS)-(2,6-difluoro-3-hydroxy-phenyl)-methoxy-acetic acid), C(#N)C1=CC=C(CNC(C(OCC)C2=C(C(=CC=C2F)O)F)=O)C=C1 ((RS)-N-(4-cyano-benzyl)-2-(2,6-difluoro-3-hydroxy-phenyl)-2-ethoxy-acetamide). Product: C(#N)C1=CC=C(CNC(C(OC)C2=C(C(=CC=C2F)O)F)=O)C=C1 ((RS)-N-(4-Cyano-benzyl)-2-(2,6-difluoro-3-hydroxy-phenyl)-2-methoxy-acetamide). RXN SMILES: FC1C(O)=CC=C(F)C=1C(OC)C(O)=O.[C:16]([C:18]1[CH:40]=[CH:39][C:21]([CH2:22][NH:23][C:24](=[O:38])[CH:25]([C:29]2[C:34]([F:35])=[CH:33][CH:32]=[C:31]([OH:36])[C:30]=2[F:37])[O:26][CH2:27]C)=[CH:20][CH:19]=1)#[N:17]>>[C:16]([C:18]1[CH:19]=[CH:20][C:21]([CH2:22][NH:23][C:24](=[O:38])[CH:25]([C:29]2[C:34]([F:35])=[CH:33][CH:32]=[C:31]([OH:36])[C:30]=2[F:37])[O:26][CH3:27])=[CH:39][CH:40]=1)#[N:17]. Procedure details: (RS)-N-(4-Cyano-benzyl)-2-(2,6-difluoro-3-hydroxy-phenyl)-2-methoxy-acetamide was prepared from (RS)-(2,6-difluoro-3-hydroxy-phenyl)-methoxy-acetic acid in analogy to (RS)-N-(4-cyano-benzyl)-2-(2,6-difluoro-3-hydroxy-phenyl)-2-ethoxy-acetamide (example 213). White foam. MS 330.8 ([M−H]−). The reactants are ClC1=CC=C(C(=C1C(=O)O)NC1=CC=C(C=C1)F)[N+](=O)[O-] (6-chloro-2-[(4-fluorophenyl)amino]-3-nitrobenzoic acid), O=P(Cl)(Cl)Cl (POCl3). The solvent is C(Cl)(Cl)Cl (chloroform). Yields the product ClC1=CC=C(C=2NC3=CC=C(C=C3C(C12)=O)F)[N+](=O)[O-] (1-Chloro-7-Fluoro4-nitro-10H-acridin-9-one). The yield is 87.1%. Reaction SMILES: [Cl:1][C:2]1[C:7]([C:8]([OH:10])=O)=[C:6]([NH:11][C:12]2[CH:17]=[CH:16][C:15]([F:18])=[CH:14][CH:13]=2)[C:5]([N+:19]([O-:21])=[O:20])=[CH:4][CH:3]=1.O=P(Cl)(Cl)Cl>C(Cl)(Cl)Cl>[Cl:1][C:2]1[C:7]2[C:8](=[O:10])[C:17]3[C:12](=[CH:13][CH:14]=[C:15]([F:18])[CH:16]=3)[NH:11][C:6]=2[C:5]([N+:19]([O-:21])=[O:20])=[CH:4][CH:3]=1. Reported procedure: A mixture of 6-chloro-2-[(4-fluorophenyl)amino]-3-nitrobenzoic acid (12.39 g, 0.04 mol), chloroform (100 ml), and POCl3 (60 ml, 0.64 mol) was stirred at reflux for 8 h. Solvents were removed under reduced pressure. To the residue was added 200 ml of a mixture of 1,4-dioxane and water (8:1), and the mixture was acidified with concentrated hydrochloric acid and stirred at reflux for 2 h. Water was added (200 ml) and the precipitate was collected by filtration and crystallized from N,N-dimethylform... Starting materials: N#Cc1cc(N2CC3CN(C(=O)OCc4ccccc4)CC32)cnc1Br, OB(O)c1cccs1. The product is N#Cc1cc(N2CC3CN(C(=O)OCc4ccccc4)CC32)cnc1-c1cccs1. Reaction SMILES: [Br:1][c:2]1[c:3]([C:25]#[N:26])[cH:4][c:5]([N:8]2[CH:9]3[CH2:10][N:11]([C:15](=[O:16])[O:17][CH2:18][c:19]4[cH:20][cH:21][cH:22][cH:23][cH:24]4)[CH2:12][CH:13]3[CH2:14]2)[cH:6][n:7]1.[s:27]1[c:28]([B:32]([OH:33])[OH:34])[cH:29][cH:30][cH:31]1>>[c:2]1(-[c:28]2[s:27][cH:31][cH:30][cH:29]2)[c:3]([C:25]#[N:26])[cH:4][c:5]([N:8]2[CH:9]3[CH2:10][N:11]([C:15](=[O:16])[O:17][CH2:18][c:19]4[cH:20][cH:21][cH:22][cH:23][cH:24]4)[CH2:12][CH:13]3[CH2:14]2)[cH:6][n:7]1. Starting materials: amino acid, C[C@H]1[C@H]([C@@](C[C@@H](O1)O[C@@H]2[C@H]([C@@H]([C@H](O[C@H]2OC=3C4=CC5=CC3OC=6C=CC(=CC6Cl)[C@H]([C@H](C(=O)N[C@H](C(=O)N[C@H]5C(=O)N[C@@H]7C=8C=CC(=C(C8)C9=C(C=C(C=C9O)O)[C@H](NC(=O)[C@H]([C@@H](C=1C=CC(=C(C1)Cl)O4)O)NC7=O)C(=O)O)O)CC(=O)N)NC(=O)[C@@H](CC(C)C)NC)O)CO)O)O)(C)N)O (vancomycin), 216A, 216B, 216C. Run in Cl (hydrochloric acid). Yields the product O=C[C@@H](O)[C@@H](O)[C@H](O)[C@H](O)CO (mannose). Reaction SMILES: C[C@@H]1O[C@@H]([O:8][C@H:9]2[C@H:14]([O:15]C3C4OC5=C(Cl)C=C(C=C5)[C@@H](O)[C@@H]5NC(=O)[C@@H](C6C=CC(O)=C(C7C(O)=CC(O)=CC=7[C@@H](C(O)=O)NC5=O)C=6)NC(=O)[C@H]5C(=CC=3OC3C=CC([C@@H](O)[C@@H](NC([C@H](NC)CC(C)C)=O)C(N[C@@H](CC(N)=O)C(N5)=O)=O)=CC=3Cl)C=4)[O:13][C@H:12]([CH2:95][OH:96])[C@@H:11]([OH:97])[C@@H:10]2[OH:98])C[C@@](N)(C)[C@@H]1O>Cl>[O:15]=[CH:14][C@H:9]([C@H:10]([C@@H:11]([C@@H:12]([CH2:95][OH:96])[OH:13])[OH:97])[OH:98])[OH:8]. Procedure: Total hydrolysis of AAD 216A, AAD 216B and AAD 216C, individually, in 6N hydrochloric acid at reflux for 18 hours yielded no common amino acids which could be detected in a standard amino acid analysis. The presence of actinoidinic acid, which is common in the vancomycin class of antibiotics, was confirmed in the hydrolysis products by high pressure liquid chromatography and FAB mass spectrum when compared to an authentic sample. Further, hydrolysis of AAD 216A, AAD 216B and AAD 216C, individual... Reactants: S(=O)(=O)(OCCCCCCCCCCCC)[O-].[Na+] (sodium lauryl sulfate), Cl (hydrochloric acid), Cl (hydrochloric acid), S(=O)(=O)(OCCCCCCCCCCCC)[O-].[Na+] (sodium lauryl sulfate). Product: S(=O)(=O)(O)OCCCCCCCCCCCC (hydrogen lauryl sulfate), [Cl-].[Na+] (sodium chloride). As a reaction SMILES: [S:1]([O-:17])([O:4][CH2:5][CH2:6][CH2:7][CH2:8][CH2:9][CH2:10][CH2:11][CH2:12][CH2:13][CH2:14][CH2:15][CH3:16])(=[O:3])=[O:2].[Na+:18].[ClH:19]>>[S:1]([O:4][CH2:5][CH2:6][CH2:7][CH2:8][CH2:9][CH2:10][CH2:11][CH2:12][CH2:13][CH2:14][CH2:15][CH3:16])([OH:17])(=[O:2])=[O:3].[Cl-:19].[Na+:18] |f:0.1,4.5|. Procedure: A second mixture was made using the amounts as above, but using sodium lauryl sulfate as a surfactant to form the emulsion. Immediately after homogenization, 300 g of the emulsion was mixed with 3 g of 5 N hydrochloric acid. The hydrochloric acid reacted with the sodium lauryl sulfate to give hydrogen lauryl sulfate as the catalyst and sodium chloride. After 4 days at 22° C. for polymerization and crosslinking, the emulsion was neutralized in the same manner as above.